Task: describe an organic reaction: reactants, conditions, products, and yield. Dataset: the Open Reaction Database (ORD), a public repository of structured organic reaction records The reactants are CO, [C-]#[N+]C1CCCCC1, CC(C)C1Oc2ccc(Br)cc2C(C(=O)NC2CCCCC2)N(Cc2c(F)cccc2F)C1=O, NCc1c(F)cccc1F. The product is CCC1Oc2ccc(Br)cc2C(C(=O)NC2CCCCC2)N(Cc2c(F)cccc2F)C1=O. RXN SMILES: [CH3:53][OH:54].[CH:11]1([N+:12]#[C-:13])[CH2:14][CH2:15][CH2:16][CH2:17][CH2:18]1.[CH:19]1([NH:25][C:26](=[O:27])[CH:28]2[N:29]([CH2:44][c:45]3[c:46]([F:52])[cH:47][cH:48][cH:49][c:50]3[F:51])[C:30](=[O:43])[CH:31]([CH:40]([CH3:41])[CH3:42])[O:32][c:33]3[c:34]2[cH:35][c:36]([Br:39])[cH:37][cH:38]3)[CH2:20][CH2:21][CH2:22][CH2:23][CH2:24]1.[F:1][c:2]1[cH:3][cH:4][cH:5][c:6]([F:7])[c:8]1[CH2:9][NH2:10]>>[CH:19]1([NH:25][C:26](=[O:27])[CH:28]2[N:29]([CH2:44][c:45]3[c:46]([F:52])[cH:47][cH:48][cH:49][c:50]3[F:51])[C:30](=[O:43])[CH:31]([CH2:40][CH3:41])[O:32][c:33]3[c:34]2[cH:35][c:36]([Br:39])[cH:37][cH:38]3)[CH2:20][CH2:21][CH2:22][CH2:23][CH2:24]1.